This data is from the Open Reaction Database (ORD), a public repository of structured organic reaction records. The task is: describe an organic reaction: reactants, conditions, products, and yield Reactants: C, COC(=O)c1ccc(C=C2CCN(C(=O)OC(C)(C)C)CC2)cc1, CO, [Pd]. Yields the product COC(=O)c1ccc(CC2CCN(C(=O)OC(C)(C)C)CC2)cc1. As a reaction SMILES: [C:27].[CH3:1][O:2][C:3](=[O:4])[c:5]1[cH:6][cH:7][c:8]([CH:9]=[C:10]2[CH2:11][CH2:12][N:13]([C:16](=[O:17])[O:18][C:19]([CH3:20])([CH3:21])[CH3:22])[CH2:14][CH2:15]2)[cH:23][cH:24]1.[CH3:25][OH:26].[Pd:28]>>[CH3:1][O:2][C:3](=[O:4])[c:5]1[cH:6][cH:7][c:8]([CH2:9][CH:10]2[CH2:11][CH2:12][N:13]([C:16](=[O:17])[O:18][C:19]([CH3:20])([CH3:21])[CH3:22])[CH2:14][CH2:15]2)[cH:23][cH:24]1. The reactants are CC(C)(C)CC1NCC(c2cccc(Cl)c2F)C1(C#N)c1ccc(Cl)cc1F, O=C(Cl)Cl, ClCCl, [Na+], O=C([O-])O. Yields the product CC(C)(C)CC1N(C(=O)Cl)CC(c2cccc(Cl)c2F)C1(C#N)c1ccc(Cl)cc1F. Reaction SMILES: [Cl:1][c:2]1[c:3]([F:28])[c:4]([CH:8]2[C:9]([C:18]#[N:19])([c:20]3[c:21]([F:27])[cH:22][c:23]([Cl:26])[cH:24][cH:25]3)[CH:10]([CH2:13][C:14]([CH3:15])([CH3:16])[CH3:17])[NH:11][CH2:12]2)[cH:5][cH:6][cH:7]1.[Cl:34][C:35]([Cl:36])=[O:37].[Cl:38][CH2:39][Cl:40].[Na+:33].[O-:29][C:30]([OH:31])=[O:32]>>[Cl:1][c:2]1[c:3]([F:28])[c:4]([CH:8]2[C:9]([C:18]#[N:19])([c:20]3[c:21]([F:27])[cH:22][c:23]([Cl:26])[cH:24][cH:25]3)[CH:10]([CH2:13][C:14]([CH3:15])([CH3:16])[CH3:17])[N:11]([C:35]([Cl:34])=[O:37])[CH2:12]2)[cH:5][cH:6][cH:7]1. The reactants are CNc1ccc(Oc2ccnc(C(=O)OC(C)(C)C)c2)cc1N, CCc1ccc(Nc2nc3cc(Oc4ccnc(C(=O)OC(C)(C)C)c4)ccc3n2C)cc1, CCc1ccccc1, ClCCl, CO, CI, [N-]=C=S, NC(N)=S, O=C(O)C(F)(F)F. Yields the product CCc1ccc(Nc2nc3cc(Oc4ccnc(C(=O)O)c4)ccc3n2C)cc1. As a reaction SMILES: [C:1]([O:2][C:3]([c:4]1[cH:5][c:6]([O:7][c:8]2[cH:9][cH:10][c:11]([NH:12][CH3:13])[c:14]([NH2:15])[cH:16]2)[cH:17][cH:18][n:19]1)=[O:20])([CH3:21])([CH3:22])[CH3:23].[C:41]([CH3:42])([CH3:43])([CH3:44])[O:45][C:46](=[O:47])[c:48]1[n:49][cH:50][cH:51][c:52]([O:54][c:55]2[cH:56][c:57]3[c:58]([n:59]([CH3:71])[c:60]([NH:62][c:63]4[cH:64][cH:65][c:66]([CH2:69][CH3:70])[cH:67][cH:68]4)[n:61]3)[cH:72][cH:73]2)[cH:53]1.[CH2:27]([c:28]1[cH:29][cH:30][cH:31][cH:32][cH:33]1)[CH3:34].[CH2:83]([Cl:84])[Cl:85].[CH3:81][OH:82].[I:39][CH3:40].[N-:24]=[C:25]=[S:26].[NH2:35][C:36](=[S:37])[NH2:38].[OH:74][C:75]([C:76]([F:77])([F:78])[F:79])=[O:80]>>[O:45]=[C:46]([OH:47])[c:48]1[n:49][cH:50][cH:51][c:52]([O:54][c:55]2[cH:56][c:57]3[c:58]([n:59]([CH3:71])[c:60]([NH:62][c:63]4[cH:64][cH:65][c:66]([CH2:69][CH3:70])[cH:67][cH:68]4)[n:61]3)[cH:72][cH:73]2)[cH:53]1. Reactants: O (water), C([O-])([O-])=O.[K+].[K+] (potassium carbonate), ClC=1C2=C(N=CN1)N(C=C2)COCC[Si](C)(C)C (4-Chloro-7-(2-trimethylsilanylethoxymethyl)-7H-pyrrolo[2,3-d]pyrimidine), C(C)OC(C)N1N=CC(=C1)B1OC(C(O1)(C)C)(C)C (1-(1-ethoxyethyl)-4-(4,4,5,5-tetramethyl-1,3,2-dioxaborolan-2-yl)-1H-pyrazole). Reagents/catalysts: C=1C=CC(=CC1)[P](C=2C=CC=CC2)(C=3C=CC=CC3)[Pd]([P](C=4C=CC=CC4)(C=5C=CC=CC5)C=6C=CC=CC6)([P](C=7C=CC=CC7)(C=8C=CC=CC8)C=9C=CC=CC9)[P](C=1C=CC=CC1)(C=1C=CC=CC1)C=1C=CC=CC1 (tetrakis(triphenylphosphine)palladium(0)). Run in C(CC)O (1-propanol). Run at temperature 90 celsius. Product: C(C)OC(C)N1N=CC(=C1)C=1C2=C(N=CN1)N(C=C2)COCC[Si](C)(C)C (4-(1-(1-ethoxyethyl)-1H-pyrazol-4-yl)-7-((2-(trimethylsilyl)ethoxy)methyl)-7H-pyrrolo[2,3-d]pyrimidine). Reaction SMILES: O.C(=O)([O-])[O-].[K+].[K+].Cl[C:9]1[C:10]2[CH:17]=[CH:16][N:15]([CH2:18][O:19][CH2:20][CH2:21][Si:22]([CH3:25])([CH3:24])[CH3:23])[C:11]=2[N:12]=[CH:13][N:14]=1.[CH2:26]([O:28][CH:29]([N:31]1[CH:35]=[C:34](B2OC(C)(C)C(C)(C)O2)[CH:33]=[N:32]1)[CH3:30])[CH3:27]>C1C=CC([P]([Pd]([P](C2C=CC=CC=2)(C2C=CC=CC=2)C2C=CC=CC=2)([P](C2C=CC=CC=2)(C2C=CC=CC=2)C2C=CC=CC=2)[P](C2C=CC=CC=2)(C2C=CC=CC=2)C2C=CC=CC=2)(C2C=CC=CC=2)C2C=CC=CC=2)=CC=1.C(O)CC>[CH2:26]([O:28][CH:29]([N:31]1[CH:35]=[C:34]([C:9]2[C:10]3[CH:17]=[CH:16][N:15]([CH2:18][O:19][CH2:20][CH2:21][Si:22]([CH3:25])([CH3:24])[CH3:23])[C:11]=3[N:12]=[CH:13][N:14]=2)[CH:33]=[N:32]1)[CH3:30])[CH3:27] |f:1.2.3,^1:48,50,69,88|. Procedure: To a reactor equipped with overhead stirring, condenser, thermowell, and nitrogen inlet was charged water (H2O, 1.5 L), potassium carbonate (K2CO3, 1047 g, 7.58 mol, 2.45 equiv), 4-chloro-7-(2-trimethylsilanylethoxymethyl)-7H-pyrrolo[2,3-d]pyrimidine (3a, 755 g, 2.66 mol), crude 1-(1-ethoxyethyl)-4-(4,4,5,5-tetramethyl-1,3,2-dioxaborolan-2-yl)-1H-pyrazole (14, 822 g based on 100% conversion, 3.09 mol, 1.16 equiv) made as described above, and 1-propanol (6 L) at room temperature. The resulting re... Starting materials: OCC(C(=O)NCC1=CC(=CC=C1)OC)(C)C (3-hydroxy-N-(3-methoxybenzyl)-2,2-dimethylpropanamide), NC1=C(C#N)C(=CC=C1)F (2-amino-6-fluorobenzonitrile). The product is NC=1C(=C(OCC(C(=O)NCC2=CC(=CC=C2)OC)(C)C)C=CC1)C#N (3-(3-amino-2-cyanophenoxy)-N-(3-methoxybenzyl)-2,2-dimethylpropanamide). Reaction SMILES: [OH:1][CH2:2][C:3]([CH3:17])([CH3:16])[C:4]([NH:6][CH2:7][C:8]1[CH:13]=[CH:12][CH:11]=[C:10]([O:14][CH3:15])[CH:9]=1)=[O:5].[NH2:18][C:19]1[CH:26]=[CH:25][CH:24]=[C:23](F)[C:20]=1[C:21]#[N:22]>>[NH2:18][C:19]1[C:20]([C:21]#[N:22])=[C:23]([CH:24]=[CH:25][CH:26]=1)[O:1][CH2:2][C:3]([CH3:17])([CH3:16])[C:4]([NH:6][CH2:7][C:8]1[CH:13]=[CH:12][CH:11]=[C:10]([O:14][CH3:15])[CH:9]=1)=[O:5]. Procedure details: Prepared as in Example 22b from 3-hydroxy-N-(3-methoxybenzyl)-2,2-dimethylpropanamide (Example 46c) and 2-amino-6-fluorobenzonitrile as a white solid (41%). MS 354 (MH+). The reactants are C12NCC(CC1O)C2 (2-azabicyclo[2.2.1]heptan-6-ol), FC1=CC=C(C=C1)[N+](=O)[O-] (1-fluoro-4-nitrobenzene), C(=O)([O-])[O-].[K+].[K+] (K2CO3), CN(C)C=O (DMF). The solvent is CCOC(=O)C (EtOAc). Reaction conditions: temperature 65 celsius, time 4 hour. The product is [N+](=O)([O-])C1=CC=C(C=C1)N1C2C(CC(C1)C2)O (2-(4-nitrophenyl)-2-azabicyclo[2.2.1]heptan-6-ol). The yield is 48.3%. RXN SMILES: [CH:1]12[CH2:8][CH:4]([CH2:5][CH:6]1[OH:7])[CH2:3][NH:2]2.F[C:10]1[CH:15]=[CH:14][C:13]([N+:16]([O-:18])=[O:17])=[CH:12][CH:11]=1.C([O-])([O-])=O.[K+].[K+].CN(C=O)C>CCOC(C)=O>[N+:16]([C:13]1[CH:14]=[CH:15][C:10]([N:2]2[CH2:3][CH:4]3[CH2:8][CH:1]2[CH:6]([OH:7])[CH2:5]3)=[CH:11][CH:12]=1)([O-:18])=[O:17] |f:2.3.4|. Procedure details: To a round bottom flask was added 2-azabicyclo[2.2.1]heptan-6-ol (150 mg, 1.326 mmol), 1-fluoro-4-nitrobenzene (187 mg, 1.326 mmol), K2CO3 (366 mg, 2.65 mmol) and DMF (5 mL). The reaction was stirred at 65° C. for 4 hrs. The reaction was then diluted with EtOAc (35 ml). The organic solution was washed with water (3×20 ml) and saturated aqueous NaCl (20 ml). The organic layer was dried over MgSO4, filtered and concentrated. The resulting residue was purified using silica gel chromatography (ISCO ...